Dataset: the Open Reaction Database (ORD), a public repository of structured organic reaction records. Task: describe an organic reaction: reactants, conditions, products, and yield Reactants: C(C)(C)C=1C(=CC(=C(C1)C=1N(C(NN1)=S)C1=CC=C(C=C1)CN1CCN(CC1)C)OCOC)OCOC (5-(5-isopropyl-2,4-bis-methoxymethoxyphenyl)-4-[4-(4-methylpiperazin-1-ylmethyl)phenyl]-2,4-dihydro-[1,2,4]triazol-3-thione), C([O-])([O-])=O.[K+].[K+] (potassium carbonate), C(C)O (ethanol), CI (methyl iodide). The solvent is C(C)OCC (Diethyl ether). Yields the product C(C)(C)C=1C(=CC(=C(C1)C1=NN=C(N1C1=CC=C(C=C1)CN1CCN(CC1)C)SC)OCOC)OCOC (3-(5-isopropyl-2,4-bis-methoxymethoxyphenyl)-4-[4-(4-methylpiperazin-1-ylmethyl)phenyl]-5-methylsulfanyl-[1,2,4]triazole). Yield: 63.1%. RXN SMILES: [CH:1]([C:4]1[C:5]([O:34][CH2:35][O:36][CH3:37])=[CH:6][C:7]([O:30][CH2:31][O:32][CH3:33])=[C:8]([C:10]2[N:11]([C:16]3[CH:21]=[CH:20][C:19]([CH2:22][N:23]4[CH2:28][CH2:27][N:26]([CH3:29])[CH2:25][CH2:24]4)=[CH:18][CH:17]=3)[C:12](=[S:15])[NH:13][N:14]=2)[CH:9]=1)([CH3:3])[CH3:2].[C:38](=O)([O-])[O-].[K+].[K+].C(O)C.CI>C(OCC)C>[CH:1]([C:4]1[C:5]([O:34][CH2:35][O:36][CH3:37])=[CH:6][C:7]([O:30][CH2:31][O:32][CH3:33])=[C:8]([C:10]2[N:11]([C:16]3[CH:17]=[CH:18][C:19]([CH2:22][N:23]4[CH2:28][CH2:27][N:26]([CH3:29])[CH2:25][CH2:24]4)=[CH:20][CH:21]=3)[C:12]([S:15][CH3:38])=[N:13][N:14]=2)[CH:9]=1)([CH3:3])[CH3:2] |f:1.2.3|. Procedure details: 5-(5-isopropyl-2,4-bis-methoxymethoxyphenyl)-4-[4-(4-methylpiperazin-1-ylmethyl)phenyl]-2,4-dihydro-[1,2,4]triazol-3-thione (F652-06, 3.17 g, 6.01 mmol) and potassium carbonate (829 mg, 6.00 mmol) were weighed and placed in a reaction vessel. After adding ethanol (30 mL), methyl iodide (0.374 mL, 6.01 mmol) was added to the mixture. After heating for 1 hour under reflux, the temperature was returned to room temperature, and the solvent was distilled off under reduced pressure. To the reaction mi... As a reaction SMILES: [CH2:15]([Li:16])[CH2:17][CH2:18][CH3:19].[CH2:1]([C:2]([CH3:3])([CH3:4])[CH3:5])[C:6]1=[CH:14][c:13]2[c:8]([cH:9][cH:10][cH:11][cH:12]2)[CH2:7]1.[CH2:29]1[O:30][CH2:31][CH2:32][CH2:33]1.[CH3:21][C:22]([CH3:23])([CH3:24])[NH:25][SiH:26]([CH3:27])[CH3:28].[Cl-:20]>>[CH2:1]([C:2]([CH3:3])([CH3:4])[CH3:5])[C:6]1=[CH:7][c:8]2[cH:9][cH:10][cH:11][cH:12][c:13]2[CH:14]1[Si:26]([NH:25][C:22]([CH3:21])([CH3:23])[CH3:24])([CH3:27])[CH3:28]. Starting materials: [Li]CCCC, CC(C)(C)CC1=Cc2ccccc2C1, C1CCOC1, C[SiH](C)NC(C)(C)C, [Cl-]. The product is CC(C)(C)CC1=Cc2ccccc2C1[Si](C)(C)NC(C)(C)C. The reactants are OBO, COC(=O)Cc1ccc(Br)cc1, CCOC(C)=O, COCCOC, [Cl-], [K+], [K+], [K+], [Na+], Oc1ccccc1, O=P([O-])([O-])[O-], c1ccc(P(c2ccccc2)(c2ccccc2)[Pd](P(c2ccccc2)(c2ccccc2)c2ccccc2)(P(c2ccccc2)(c2ccccc2)c2ccccc2)P(c2ccccc2)(c2ccccc2)c2ccccc2)cc1. The product is COC(=O)Cc1ccc(-c2ccccc2O)cc1. RXN SMILES: [BH:21]([OH:22])[OH:23].[Br:1][c:2]1[cH:3][cH:4][c:5]([CH2:8][C:9](=[O:10])[O:11][CH3:12])[cH:6][cH:7]1.[C:31]([O:32][CH2:33][CH3:34])(=[O:35])[CH3:36].[CH2:39]([CH2:40][O:41][CH3:42])[O:43][CH3:44].[Cl-:37].[K+:18].[K+:19].[K+:20].[Na+:38].[OH:24][c:25]1[cH:26][cH:27][cH:28][cH:29][cH:30]1.[P:13]([O-:14])([O-:15])([O-:16])=[O:17].[cH:45]1[cH:46][cH:47][c:48]([P:49]([Pd:50]([P:51]([c:52]2[cH:53][cH:54][cH:55][cH:56][cH:57]2)([c:58]2[cH:59][cH:60][cH:61][cH:62][cH:63]2)[c:64]2[cH:65][cH:66][cH:67][cH:68][cH:69]2)([P:70]([c:71]2[cH:72][cH:73][cH:74][cH:75][cH:76]2)([c:77]2[cH:78][cH:79][cH:80][cH:81][cH:82]2)[c:83]2[cH:84][cH:85][cH:86][cH:87][cH:88]2)[P:89]([c:90]2[cH:91][cH:92][cH:93][cH:94][cH:95]2)([c:96]2[cH:97][cH:98][cH:99][cH:100][cH:101]2)[c:102]2[cH:103][cH:104][cH:105][cH:106][cH:107]2)([c:108]2[cH:109][cH:110][cH:111][cH:112][cH:113]2)[c:114]2[cH:115][cH:116][cH:117][cH:118][cH:119]2)[cH:120][cH:121]1>>[c:2]1(-[c:26]2[c:25]([OH:24])[cH:30][cH:29][cH:28][cH:27]2)[cH:3][cH:4][c:5]([CH2:8][C:9](=[O:10])[O:11][CH3:12])[cH:6][cH:7]1. Reactants: NC[C@@H](C)O ((R)-1-amino-2-propanol), O=CCC1C(C2=CC(=CC=C2C1)C(C)(C)C)=O ((RS)-2-(2-oxoethyl)-6-tert-butyl-1-indanone), O (water). Reagents/catalysts: C1(=CC=C(C=C1)S(=O)(=O)O)C (p-toluenesulfonic acid). Solvent: C1(=CC=CC=C1)C (toluene), C1(=CC=CC=C1)C (toluene). Reaction conditions: time 45 minute. Yields the product C(C)(C)(C)C1=CC=C2CC3=C(N(C=C3)C[C@@H](C)O)C2=C1 ((R)-1-(7-tert-butyl-1,4-dihydro-indeno[1,2-b]pyrrol-1-yl)-propan-2-ol). Isolated yield 70.6%. As a reaction SMILES: O=[CH:2][CH2:3][CH:4]1[CH2:12][C:11]2[C:6](=[CH:7][C:8]([C:13]([CH3:16])([CH3:15])[CH3:14])=[CH:9][CH:10]=2)[C:5]1=O.O.[NH2:19][CH2:20][C@H:21]([OH:23])[CH3:22]>C1(C)C=CC=CC=1.C1(C)C=CC(S(O)(=O)=O)=CC=1>[C:13]([C:8]1[CH:7]=[C:6]2[C:11]([CH2:12][C:4]3[CH:3]=[CH:2][N:19]([CH2:20][C@H:21]([OH:23])[CH3:22])[C:5]=32)=[CH:10][CH:9]=1)([CH3:16])([CH3:15])[CH3:14]. Reported procedure: A solution of 2.3 g of (RS)-2-(2-oxoethyl)-6-tert-butyl-1-indanone and 80 mg of p-toluenesulfonic acid in 70 ml of anhydrous toluene was heated on a water separator. A solution of 3.0 g of (R)-1-amino-2-propanol in 20 ml of anhydrous toluene was added dropwise to the boiling solution over a period of 5 minutes. Subsequently, the mixture was boiled for an additional 45 minutes, during which time the solvent was reduced to a volume of 20 ml. The cooled reaction mixture was purified by column chrom... The reactants are C(C1=CC=CC=C1)N1CC(C(CC1)N(C)C)(C)CC (1-benzyl-4-dimethylamino-3-ethyl-3-methyl piperidine). The reagents and catalysts are [OH-].[OH-].[Pd+2] (Pd(OH)2 on carbon). Run in CO (methanol), [H][H] (hydrogen). Yields the product CN(C1C(CNCC1)(C)CC)C (4-dimethylamino-3-ethyl-3-methylpiperidine). As a reaction SMILES: C([N:8]1[CH2:13][CH2:12][CH:11]([N:14]([CH3:16])[CH3:15])[C:10]([CH2:18][CH3:19])([CH3:17])[CH2:9]1)C1C=CC=CC=1>CO.[H][H].[OH-].[OH-].[Pd+2]>[CH3:15][N:14]([CH3:16])[CH:11]1[CH2:12][CH2:13][NH:8][CH2:9][C:10]1([CH2:18][CH3:19])[CH3:17] |f:3.4.5|. Procedure: A mixture of 20% Pd(OH)2 on carbon (0.7 g) and 1-benzyl-4-dimethylamino-3-ethyl-3-methyl piperidine (6 g, 23 mmol) in methanol (50 ml) was stirred in hydrogen atmosphere (1 atm.) for 48 hr at room temperature. The catalyst was filtered off, washed with methanol and filtrate was concentrated to afford 4-dimethylamino-3-ethyl-3-methylpiperidine. Yield 2.8 g (72%), C10H22N2, m/z 171 (M+1).